describe an organic reaction: reactants, conditions, products, and yield From a dataset of the Open Reaction Database (ORD), a public repository of structured organic reaction records. Yields the product OCCC1=CC=C(C=C1)NC1=C(C=NC2=CC(=C(C=C12)OC)OC)C#N (4-[4-(2-Hydroxy-ethyl)-phenylamino]-6,7-dimethoxy-quinoline-3-carbonitrile). The yield is 93.8%. The solvent is C(C)OCCO (2-ethoxyethanol). The reactants are ClC1=C(C=NC2=CC(=C(C=C12)OC)OC)C#N (4-chloro-6,7-dimethoxy-3-quinolinecarbonitrile), Cl.N1=CC=CC=C1 (pyridine hydrochloride), NC1=CC=C(CCO)C=C1 (4-aminophenethyl alcohol). As a reaction SMILES: Cl[C:2]1[C:11]2[C:6](=[CH:7][C:8]([O:14][CH3:15])=[C:9]([O:12][CH3:13])[CH:10]=2)[N:5]=[CH:4][C:3]=1[C:16]#[N:17].Cl.N1C=CC=CC=1.[NH2:25][C:26]1[CH:34]=[CH:33][C:29]([CH2:30][CH2:31][OH:32])=[CH:28][CH:27]=1>C(OCCO)C>[OH:32][CH2:31][CH2:30][C:29]1[CH:33]=[CH:34][C:26]([NH:25][C:2]2[C:11]3[C:6](=[CH:7][C:8]([O:14][CH3:15])=[C:9]([O:12][CH3:13])[CH:10]=3)[N:5]=[CH:4][C:3]=2[C:16]#[N:17])=[CH:27][CH:28]=1 |f:1.2|. Procedure details: Using an analogous procedure to that described in Example 286, 248.7 mg (1 mmol) of 4-chloro-6,7-dimethoxy-3-quinolinecarbonitrile in 12 mL of 2-ethoxyethanol and in the presence of 115.6 mg (1 mmol) of pyridine hydrochloride was reacted with 178.3 mg (1.3 mmol) of 4-aminophenethyl alcohol to give 327.8 mg (93.9%) of the product as an off white yellow solid, m.p. 208-210° C., mass (electrospray, m/e): M+H 349.9.